This data is from the Open Reaction Database (ORD), a public repository of structured organic reaction records. The task is: describe an organic reaction: reactants, conditions, products, and yield Reactants: CCO, Cl, CCOC(=O)c1ccccc1-c1ccc(-c2ccc(C(F)(F)F)cc2)o1, [Na+], C1CCOC1, [OH-], O. The product is O=C(O)c1ccccc1-c1ccc(-c2ccc(C(F)(F)F)cc2)o1. As a reaction SMILES: [CH3:36][CH2:37][OH:38].[ClH:34].[F:1][C:2]([c:3]1[cH:4][cH:5][c:6](-[c:9]2[cH:10][cH:11][c:12](-[c:14]3[c:15]([C:16](=[O:17])[O:18][CH2:19][CH3:20])[cH:21][cH:22][cH:23][cH:24]3)[o:13]2)[cH:7][cH:8]1)([F:25])[F:26].[Na+:28].[O:29]1[CH2:30][CH2:31][CH2:32][CH2:33]1.[OH-:27].[OH2:35]>>[F:1][C:2]([c:3]1[cH:4][cH:5][c:6](-[c:9]2[cH:10][cH:11][c:12](-[c:14]3[c:15]([C:16](=[O:17])[OH:18])[cH:21][cH:22][cH:23][cH:24]3)[o:13]2)[cH:7][cH:8]1)([F:25])[F:26]. The reactants are [OH-].[K+] (potassium hydroxide), Cl.NO (hydroxylamine hydrochloride), C([O-])([O-])=O.[K+].[K+] (potassium carbonate), BrCCBr (1,2-dibromoethane), C(C1=CC=CC=C1)SC1=C(C(=O)OC)C=CC=C1 (methyl 2-(benzylthio)benzoate). The solvent is CO (methanol), CO (methanol). Reaction conditions: temperature 40 celsius, time 8 hour. Product: C(C1=CC=CC=C1)SC1=C(C=CC=C1)C1=NOCCO1 (1-benzylthio-2-(5,6-dihydro-[1,4,2]-dioxazin-3-yl)benzene). Isolated yield 21.2%. As a reaction SMILES: [OH-].[K+].Cl.[NH2:4]O.[CH2:6]([S:13][C:14]1[CH:23]=[CH:22][CH:21]=[CH:20][C:15]=1[C:16]([O:18][CH3:19])=O)[C:7]1[CH:12]=[CH:11][CH:10]=[CH:9][CH:8]=1.[C:24](=[O:27])([O-])[O-].[K+].[K+].BrCCBr>CO>[CH2:6]([S:13][C:14]1[CH:23]=[CH:22][CH:21]=[CH:20][C:15]=1[C:16]1[O:18][CH2:19][CH2:24][O:27][N:4]=1)[C:7]1[CH:12]=[CH:11][CH:10]=[CH:9][CH:8]=1 |f:0.1,2.3,5.6.7|. Procedure details: 160 g (2.86 mol) of potassium hydroxide in 700 ml of methanol are added dropwise, at room temperature, to a mixture of 98.7 g (1.42 mol) of hydroxylamine hydrochloride and 700 ml of methanol. Subsequently, 184 g (0.712 mol) of methyl 2-(benzylthio)benzoate are added in portions at room temperature. The mixture is stirred at 40° C. overnight. 98.1 g (0.712 mol) of potassium carbonate are then added, 601 g (3.20 mol) of 1,2-dibromoethane are added dropwise, and the mixture is left stirring at 60° ... Starting materials: C[Si](C)(C)C=[N+]=[N-], CCOCC, CO, Cl, NC1C=CCCC1C(=O)O, c1ccccc1. The product is Cl, COC(=O)C1CCC=CC1N. As a reaction SMILES: [CH3:12][Si:13]([CH:14]=[N+:15]=[N-:16])([CH3:17])[CH3:18].[CH3:19][CH2:20][O:21][CH2:22][CH3:23].[CH3:24][OH:25].[ClH:1].[NH2:2][CH:3]1[CH:4]([C:9](=[O:10])[OH:11])[CH2:5][CH2:6][CH:7]=[CH:8]1.[cH:26]1[cH:27][cH:28][cH:29][cH:30][cH:31]1>>[ClH:1].[NH2:2][CH:3]1[CH:4]([C:9]([O:10][CH3:12])=[O:11])[CH2:5][CH2:6][CH:7]=[CH:8]1. Reactants: Cc1nc(-c2nc(Br)cnc2N(C(=O)OC(C)(C)C)C(=O)OC(C)(C)C)no1, C1CNCCN1, CCOC(C)=O, CN(C)C=O, O. Product: Cc1nc(-c2nc(N3CCNCC3)cnc2N(C(=O)OC(C)(C)C)C(=O)OC(C)(C)C)no1. RXN SMILES: [Br:1][c:2]1[n:3][c:4](-[c:23]2[n:24][o:25][c:26]([CH3:28])[n:27]2)[c:5]([N:8]([C:9]([O:10][C:11]([CH3:12])([CH3:13])[CH3:14])=[O:15])[C:16](=[O:17])[O:18][C:19]([CH3:20])([CH3:21])[CH3:22])[n:6][cH:7]1.[CH2:29]1[CH2:30][NH:31][CH2:32][CH2:33][NH:34]1.[CH3:40][CH2:41][O:42][C:43]([CH3:44])=[O:45].[O:35]=[CH:36][N:37]([CH3:38])[CH3:39].[OH2:46]>>[c:2]1([N:31]2[CH2:30][CH2:29][NH:34][CH2:33][CH2:32]2)[n:3][c:4](-[c:23]2[n:24][o:25][c:26]([CH3:28])[n:27]2)[c:5]([N:8]([C:9]([O:10][C:11]([CH3:12])([CH3:13])[CH3:14])=[O:15])[C:16](=[O:17])[O:18][C:19]([CH3:20])([CH3:21])[CH3:22])[n:6][cH:7]1. Product: FC=1C=C(COC=2C=C3N(C(N2)=O)C[C@@H](N3)C)C=CC1OC1=CC(=NC=C1)C(F)(F)F ((S)-7-((3-fluoro-4-((2-(trifluoromethyl)pyridin-4-yl)oxy)benzyl)oxy)-2-methyl-2,3-dihydroimidazo[1,2-c]pyrimidin-5(1H)-one). As a reaction SMILES: [F:1][C:2]1[CH:3]=[C:4]([CH2:19][OH:20])[CH:5]=[CH:6][C:7]=1[O:8][C:9]1[CH:14]=[CH:13][N:12]=[C:11]([C:15]([F:18])([F:17])[F:16])[CH:10]=1.C(OC([N:28]1[C:36]2[N:31]([C:32](=[O:38])[N:33]=[C:34](Cl)[CH:35]=2)[CH2:30][C@@H:29]1[CH3:39])=O)(C)(C)C>>[F:1][C:2]1[CH:3]=[C:4]([CH:5]=[CH:6][C:7]=1[O:8][C:9]1[CH:14]=[CH:13][N:12]=[C:11]([C:15]([F:16])([F:17])[F:18])[CH:10]=1)[CH2:19][O:20][C:34]1[CH:35]=[C:36]2[NH:28][C@@H:29]([CH3:39])[CH2:30][N:31]2[C:32](=[O:38])[N:33]=1. Reactants: E9, FC=1C=C(C=CC1OC1=CC(=NC=C1)C(F)(F)F)CO ((3-fluoro-4-((2-(trifluoromethyl)pyridin-4-yl)oxy)phenyl)methanol), C(C)(C)(C)OC(=O)N1[C@H](CN2C(N=C(C=C21)Cl)=O)C ((S)-tert-butyl-7-chloro-2-meth yl-5-oxo-2,3-dihydroimidazo[1,2-c]pyrimidine-1(5H)-carboxylate). Procedure details: The title compound was prepared by a procedure similar to that described for E9 starting from (3-fluoro-4-((2-(trifluoromethyl)pyridin-4-yl)oxy)phenyl)methanol and (S)-tert-butyl-7-chloro-2-meth yl-5-oxo-2,3-dihydroimidazo[1,2-c]pyrimidine-1(5H)-carboxylate. Reactants: ClC=1C(N(N=CC1N1CCNCC1)C1=CC=C(C=C1)Cl)=O (4-Chloro-2-(4-chlorophenyl)-5-(1-piperazinyl)-3(2H)-pyridazinone), CS(=O)(=O)Cl (methanesulfonyl chloride). The product is ClC=1C(N(N=CC1N1CCN(CC1)S(=O)(=O)C)C1=CC=C(C=C1)Cl)=O (4-Chloro-2-(4-chlorophenyl)-5-[4-(methylsulfonyl)-1-piperazinyl]-3(2H)-pyridazinone). Reaction SMILES: [Cl:1][C:2]1[C:3](=[O:21])[N:4]([C:14]2[CH:19]=[CH:18][C:17]([Cl:20])=[CH:16][CH:15]=2)[N:5]=[CH:6][C:7]=1[N:8]1[CH2:13][CH2:12][NH:11][CH2:10][CH2:9]1.[CH3:22][S:23](Cl)(=[O:25])=[O:24]>>[Cl:1][C:2]1[C:3](=[O:21])[N:4]([C:14]2[CH:15]=[CH:16][C:17]([Cl:20])=[CH:18][CH:19]=2)[N:5]=[CH:6][C:7]=1[N:8]1[CH2:9][CH2:10][N:11]([S:23]([CH3:22])(=[O:25])=[O:24])[CH2:12][CH2:13]1. Reported procedure: Obtainable by general method 4 from 10.0 g (30.75 mmol) of the compound from Example 2A with 3.6 ml (46.1 mmol) of methanesulfonyl chloride. The reactants are Clc1cc(Cl)ncn1, [H-], Cc1cc(N)c2ccccc2n1, [Na+], CN(C)C=O, O. The product is Cc1cc(Nc2cc(Cl)ncn2)c2ccccc2n1. As a reaction SMILES: [Cl:15][c:16]1[n:17][cH:18][n:19][c:20]([Cl:22])[cH:21]1.[H-:14].[NH2:1][c:2]1[cH:3][c:4]([CH3:12])[n:5][c:6]2[cH:7][cH:8][cH:9][cH:10][c:11]12.[Na+:13].[O:24]=[CH:25][N:26]([CH3:27])[CH3:28].[OH2:23]>>[NH:1]([c:2]1[cH:3][c:4]([CH3:12])[n:5][c:6]2[cH:7][cH:8][cH:9][cH:10][c:11]12)[c:20]1[n:19][cH:18][n:17][c:16]([Cl:15])[cH:21]1.